From a dataset of the Open Reaction Database (ORD), a public repository of structured organic reaction records. describe an organic reaction: reactants, conditions, products, and yield Reactants: 3, C(=O)([O-])[O-].[Na+].[Na+] (Na2CO3), Cl/C=1/C2=C(N(C(C\N1)=O)CC1=CC=C(C=C1)OC)C=CC(=C2)Cl ((E)-5,7-dichloro-1-(4-methoxybenzyl)-1H-benzo[e][1,4]diazepin-2(3H)-one), COCCOC (DME), COC1=CC=C(C=C1)B(O)O (4-methoxyphenyl boronic acid). The reagents and catalysts are C=1C=CC(=CC1)[P](C=2C=CC=CC2)(C=3C=CC=CC3)[Pd]([P](C=4C=CC=CC4)(C=5C=CC=CC5)C=6C=CC=CC6)([P](C=7C=CC=CC7)(C=8C=CC=CC8)C=9C=CC=CC9)[P](C=1C=CC=CC1)(C=1C=CC=CC1)C=1C=CC=CC1 (Pd(PPh3)4). Run in CCOC(=O)C (EtOAc), CCOC(=O)C.CCCCCCC (EtOAc heptane). Conditions: temperature 85 celsius, time 5 minute. Yields the product ClC1=CC\2=C(N(C(C\N=C2\C2=CC=C(C=C2)OC)=O)CC2=CC=C(C=C2)OC)C=C1 ((Z)-7-Chloro-1-(4-methoxybenzyl)-5-(4-methoxyphenyl)-1H-benzo[e][1,4]diazepin-2(3H)-one). Isolated yield 33.3%. As a reaction SMILES: Cl[C:2]1[C:3]2[CH:22]=[C:21]([Cl:23])[CH:20]=[CH:19][C:4]=2[N:5]([CH2:10][C:11]2[CH:16]=[CH:15][C:14]([O:17][CH3:18])=[CH:13][CH:12]=2)[C:6](=[O:9])[CH2:7][N:8]=1.COCCOC.C([O-])([O-])=O.[Na+].[Na+].[CH3:36][O:37][C:38]1[CH:43]=[CH:42][C:41](B(O)O)=[CH:40][CH:39]=1>C1C=CC([P]([Pd]([P](C2C=CC=CC=2)(C2C=CC=CC=2)C2C=CC=CC=2)([P](C2C=CC=CC=2)(C2C=CC=CC=2)C2C=CC=CC=2)[P](C2C=CC=CC=2)(C2C=CC=CC=2)C2C=CC=CC=2)(C2C=CC=CC=2)C2C=CC=CC=2)=CC=1.CCOC(C)=O.CCCCCCC.CCOC(C)=O>[Cl:23][C:21]1[CH:20]=[CH:19][C:4]2[N:5]([CH2:10][C:11]3[CH:16]=[CH:15][C:14]([O:17][CH3:18])=[CH:13][CH:12]=3)[C:6](=[O:9])[CH2:7][N:8]=[C:2]([C:41]3[CH:42]=[CH:43][C:38]([O:37][CH3:36])=[CH:39][CH:40]=3)[C:3]=2[CH:22]=1 |f:2.3.4,7.8,^1:50,52,71,90|. Reported procedure: In a 1 L 3 neck RBF equipped with magnetic stir bar, condenser, thermocouple, and N2 inlet, crude (E)-5,7-dichloro-1-(4-methoxybenzyl)-1H-benzo[e][1,4]diazepin-2(3H)-one (54 g) was dissolved into 360 mL of DME. To this was added a solution of Na2CO3 (23 g, 0.15 mol, in 250 ml, of H2O) followed by the addition of 4-methoxyphenyl boronic acid (22.7 g, 0.15 mol) and Pd(PPh3)4 (1.4 g, 1.2 mmol). The reaction mixture was heated in a 85° C. oil bath for 2 h and then cooled (RT). To this was added 200 ... Reactants: OC1=C(CN(C(OC(C)(C)C)=O)CCC)C=CC=C1 (tert-butyl 2-hydroxybenzyl(propyl)carbamate), Cl (HCl). Run in CO (MeOH). Conditions: time 5 hour. Yields the product C(CC)NCC1=C(C=CC=C1)O (2-((propylamino)methyl)phenol). Yield: 108.6%. RXN SMILES: [OH:1][C:2]1[CH:19]=[CH:18][CH:17]=[CH:16][C:3]=1[CH2:4][N:5]([CH2:13][CH2:14][CH3:15])C(=O)OC(C)(C)C.Cl>CO>[CH2:13]([NH:5][CH2:4][C:3]1[CH:16]=[CH:17][CH:18]=[CH:19][C:2]=1[OH:1])[CH2:14][CH3:15]. Reported procedure: A solution of tert-butyl 2-hydroxybenzyl(propyl)carbamate (89 g, 0.34 mol) in MeOH (400 mL) was bubbled with HCl gas. After stirring for 5 h at room temperature, the reaction mixture was concentrated under reduced pressure to afford 61 g (90%) of 2-((propylamino)methyl)phenol as HCl salt. Reactants: C([O-])([O-])=O.[Na+].[Na+] (sodium carbonate), C(=O)C1=C(C=CC=C1)OB(O)O (2-Formylphenylboric acid), BrC=1OC=CC1 (2-bromofuran), tetrakis triphenylphosphine palladium. The solvent is C1(=CC=CC=C1)C (toluene), CO (methanol). Reaction conditions: temperature 80 celsius, time 6 hour. Yields the product O1C(=CC=C1)C1=C(C=O)C=CC=C1 (2-Furylbenzaldehyde), crude yellow oil. RXN SMILES: [CH:1]([C:3]1[CH:8]=[CH:7][CH:6]=[CH:5][C:4]=1OB(O)O)=[O:2].Br[C:14]1[O:15][CH:16]=[CH:17][CH:18]=1.C(=O)([O-])[O-].[Na+].[Na+]>C1(C)C=CC=CC=1.CO>[O:15]1[CH:16]=[CH:17][CH:18]=[C:14]1[C:4]1[CH:5]=[CH:6][CH:7]=[CH:8][C:3]=1[CH:1]=[O:2] |f:2.3.4|. Reported procedure: 2-Formylphenylboric acid (300 mg, 2.0 mmol), 2-bromofuran obtained in Example 64a (588 mg, 4.0 mmol), and tetrakis triphenylphosphine palladium (15 mg) were dissolved in a mixed solvent of toluene (38 ml) and methanol (5 ml). The solution was added with 2M aqueous sodium carbonate solution (20 ml) and heated at 80° C. with stirring for 6 hours. The reaction mixture was stand for cooling, and then the solvent was evaporated. The mixture was extracted with dichloromethane, and the extract was wash... Reactants: FC(C1=C(OC2CCN(CC2)C=2SC(=CN2)C(=O)N)C=CC=C1)(F)F (2-{4-[2-(trifluoromethyl)phenoxy]piperidin-1-yl}-1,3-thiazole-5-carboxamide), O(S(=O)(=O)C(F)(F)F)S(=O)(=O)C(F)(F)F (Tf2O). Run in C(Cl)Cl (CH2Cl2). Conditions: time 5 minute. The product is FC(C1=C(OC2CCN(CC2)C=2SC(=CN2)C#N)C=CC=C1)(F)F (2-{4-[2-(Trifluoromethyl)phenoxy]piperidin-1-yl}-1,3-thiazole-5-carbonitrile). RXN SMILES: [F:1][C:2]([F:25])([F:24])[C:3]1[CH:23]=[CH:22][CH:21]=[CH:20][C:4]=1[O:5][CH:6]1[CH2:11][CH2:10][N:9]([C:12]2[S:13][C:14]([C:17]([NH2:19])=O)=[CH:15][N:16]=2)[CH2:8][CH2:7]1.O(S(C(F)(F)F)(=O)=O)S(C(F)(F)F)(=O)=O>C(Cl)Cl>[F:24][C:2]([F:1])([F:25])[C:3]1[CH:23]=[CH:22][CH:21]=[CH:20][C:4]=1[O:5][CH:6]1[CH2:11][CH2:10][N:9]([C:12]2[S:13][C:14]([C:17]#[N:19])=[CH:15][N:16]=2)[CH2:8][CH2:7]1. Reported procedure: A suspension of 2-{4-[2-(trifluoromethyl)phenoxy]piperidin-1-yl}-1,3-thiazole-5-carboxamide (4 g, 10.8 mmol) in CH2Cl2 (100 mL) was cooled with an ice-acetone bath. Tf2O (2.0 mL, 11.9 mmol) was then added dropwise over about 10 min. The mixture was stirred for 5 min and then the cooling bath was removed. After further stirring at room temperature for 15 min, the mixture was quenched with water and extracted twice with CH2Cl2. The combined CH2Cl2 extracts were washed twice with diluted brine, dri...